From a dataset of the Open Reaction Database (ORD), a public repository of structured organic reaction records. describe an organic reaction: reactants, conditions, products, and yield Starting materials: BrCC1=CC=C(C=C1)C1=NC(=CC=C1)Cl (2-(4-bromomethyl-phenyl)-6-chloro-pyridine), C1(C=2C(C(N1)=O)=CC=CC2)=O.[K] (potassium phthalimide). Solvent: CN(C)C=O (DMF). Conditions: time 24 hour. Product: ClC1=CC=CC(=N1)C1=CC=C(CN2C(C3=CC=CC=C3C2=O)=O)C=C1 (2-[4-(6-chloro-pyridin-2-yl)-benzyl]-isoindol-1,3-dione). Isolated yield 40.8%. As a reaction SMILES: Br[CH2:2][C:3]1[CH:8]=[CH:7][C:6]([C:9]2[CH:14]=[CH:13][CH:12]=[C:11]([Cl:15])[N:10]=2)=[CH:5][CH:4]=1.[C:16]1(=[O:26])[NH:20][C:19](=[O:21])[C:18]2=[CH:22][CH:23]=[CH:24][CH:25]=[C:17]12.[K]>CN(C=O)C>[Cl:15][C:11]1[N:10]=[C:9]([C:6]2[CH:7]=[CH:8][C:3]([CH2:2][N:20]3[C:16](=[O:26])[C:17]4[C:18](=[CH:22][CH:23]=[CH:24][CH:25]=4)[C:19]3=[O:21])=[CH:4][CH:5]=2)[CH:14]=[CH:13][CH:12]=1 |f:1.2,^1:26|. Procedure details: The mixture (5.72 g) obtained in Example 36-2 and potassium phthalimide (2.04 g) were dissolved in DMF (30 ml) and the whole was stirred at room temperature for 24 hours. Then, a solid component was separated by filtration. After the solvent was distilled off, the resultant was dissolved in chloroform and washed with a aqueous sodium hydrogen carbonate solution. The aqueous layer was extracted with chloroform and dried with anhydrous magnesium sulfate. The solvent was distilled off. The resultan... Reactants: CC1(C2CN(CC12)CCCC1=CC=CC=C1)C=1C=C(C=CC1)N (3-[6-methyl-3-(3-phenylpropyl)-3-azabicyclo[3.1.0]hex-6-yl]phenylamine), C(CC)S(=O)(=O)Cl (n-propanesulfonyl chloride), O (Water), ClCCl (dichloromethane). The solvent is N1=CC=CC=C1 (pyridine). Conditions: time 16 hour. The product is C(C)(=O)O.CC1(C2CN(CC12)CCCC1=CC=CC=C1)C=1C=C(C=CC1)NS(=O)(=O)CCC (N-{3-[6-Methyl-3-(3-phenylpropyl)-3-azabicyclo[3.1.0]hex-6-yl]-phenyl}propanesulfon-amide acetate salt). Yield: 4.0%. RXN SMILES: [CH3:1][C:2]1([C:17]2[CH:18]=[C:19]([NH2:23])[CH:20]=[CH:21][CH:22]=2)[CH:7]2[CH:3]1[CH2:4][N:5]([CH2:8][CH2:9][CH2:10][C:11]1[CH:16]=[CH:15][CH:14]=[CH:13][CH:12]=1)[CH2:6]2.[CH2:24]([S:27](Cl)(=[O:29])=[O:28])[CH2:25][CH3:26].[OH2:31].ClCCl>N1C=CC=CC=1>[C:21]([OH:28])(=[O:31])[CH3:22].[CH3:1][C:2]1([C:17]2[CH:18]=[C:19]([NH:23][S:27]([CH2:24][CH2:25][CH3:26])(=[O:29])=[O:28])[CH:20]=[CH:21][CH:22]=2)[CH:3]2[CH:7]1[CH2:6][N:5]([CH2:8][CH2:9][CH2:10][C:11]1[CH:16]=[CH:15][CH:14]=[CH:13][CH:12]=1)[CH2:4]2 |f:5.6|. Procedure: To a solution of 3-[6-methyl-3-(3-phenylpropyl)-3-azabicyclo[3.1.0]hex-6-yl]phenylamine (Preparation 8, 200 mg, 0.65 mmol) in pyridine (2 ml) under nitrogen at 0° C. was added n-propanesulfonyl chloride (140 mg, 0.98 mmol), then the mixture was stirred at room temperature for 16 hours. Water (5 ml) and dichloromethane (5 ml) were added, and the mixture was stirred for 30 minutes. The organic phase was washed further with water (5 ml) for 30 minutes, separated, dried (MgSO4), filtered and concent... The reactants are FS(C1=CC=C(C=C1)O)(F)(F)(F)F (4-(pentafluorosulfanyl)phenol), FC1=CC=C(C=C1)S(F)(F)(F)(F)F (1-fluoro-4-(pentafluorosulfanyl)benzene), COC1=CC=C(C=C1)S(F)(F)(F)(F)F (1-methoxy-4-(pentafluorosulfanyl)-benzene), F[B-](F)(F)F.FS(C1=CC=C(C=C1)[N+]#N)(F)(F)(F)F (4-(Pentafluorosulfanyl)benzenediazonium Tetrafluoroborate). The solvent is CO (Methanol), CO (methanol). Run at time 13 day. The product is COC1=CC=C(C=C1)C1=CC=C(C=C1)S(F)(F)(F)(F)F (4-Methoxy-4′-(pentafluorosulfanyl)biphenyl). As a reaction SMILES: F[B-](F)(F)F.[F:6][S:7]([F:19])([F:18])([F:17])([F:16])[C:8]1[CH:13]=[CH:12][C:11]([N+]#N)=[CH:10][CH:9]=1.FC1C=CC(S(F)(F)(F)(F)F)=CC=1.[CH3:33][O:34][C:35]1[CH:40]=[CH:39][C:38](S(F)(F)(F)(F)F)=[CH:37][CH:36]=1.FS(F)(F)(F)(F)C1C=CC(O)=CC=1>CO>[CH3:33][O:34][C:35]1[CH:40]=[CH:39][C:38]([C:11]2[CH:12]=[CH:13][C:8]([S:7]([F:19])([F:18])([F:17])([F:16])[F:6])=[CH:9][CH:10]=2)=[CH:37][CH:36]=1 |f:0.1|. Reported procedure: In Methanol: Diazonium salt 1 (22.5 mg, 0.0314 mmol) was dissolved in methanol (0.82 mL). After 13 d stirring at room temp. a portion of the solution was diluted with CDCl3 and analyzed by NMR, which indicated the formation of 1-fluoro-4-(pentafluorosulfanyl)benzene 30, (Umemoto, et al., Beilstein J. Org. Chem. 2012, 8, 461-471) 1-methoxy-4-(pentafluorosulfanyl)-benzene, (Beier, et al., Org. Lett. 2011, 13, 1466-1469) and 4-(pentafluorosulfanyl)phenol (Beier, et al., Org. Lett. 2011, 13, 1466-14...